This data is from the Open Reaction Database (ORD), a public repository of structured organic reaction records. The task is: describe an organic reaction: reactants, conditions, products, and yield The reactants are ON=CC1=CC=C(C=C1)N1C(NC(C1=O)C(=O)OC)=O (3-[4-(hydroxyiminomethyl)phenyl]-5-methoxycarbonylhydantoin), [H-].[Na+] (sodium hydride), C(C=C)Br (allyl bromide), [H][H] (hydrogen). Solvent: C(C)OCC (diethyl ether), O (water). Conditions: time 2 hour. Product: C(C=C)ON=CC1=CC=C(C=C1)N1C(NC(C1=O)C(=O)OC)=O (3-[4-(allyloxyiminomethyl)phenyl]-5-methoxycarbonylhydantoin). RXN SMILES: [OH:1][N:2]=[CH:3][C:4]1[CH:9]=[CH:8][C:7]([N:10]2[C:14](=[O:15])[CH:13]([C:16]([O:18][CH3:19])=[O:17])[NH:12][C:11]2=[O:20])=[CH:6][CH:5]=1.[H-].[Na+].[H][H].[CH2:25](Br)[CH:26]=[CH2:27]>C(OCC)C.O>[CH2:27]([O:1][N:2]=[CH:3][C:4]1[CH:5]=[CH:6][C:7]([N:10]2[C:14](=[O:15])[CH:13]([C:16]([O:18][CH3:19])=[O:17])[NH:12][C:11]2=[O:20])=[CH:8][CH:9]=1)[CH:26]=[CH2:25] |f:1.2|. Procedure details: A solution of 0.01 mol of 3-[4-(hydroxyiminomethyl)phenyl]-5-methoxycarbonylhydantoin in diethyl ether is treated with 0.01 mol of sodium hydride. After hydrogen evolutionstops, 0.011 mol of allyl bromide is added. The reaction mixture is stirredfor 2 hours. The reaction mixture is then poured into cold water, the layers are separated, and the aqueous layer is extracted with diethyl ether. The combined ether solutions are dried over MgSO4 and filtered, and the solvent is removed by rotary evapor... The reactants are FC=1C=C2C(=CC(=CC2=CC1)CC(=O)O)S ((6-fluoro-4-mercapto-naphthalen-2-yl)-acetic acid), FC1=CC=C(C=C1)S(=O)(=O)C (1-fluoro-4-methanesulfonyl-benzene), C([O-])([O-])=O.[K+].[K+] (potassium carbonate). Solvent: CN(C=O)C (N,N-dimethylformamide), O (water). Run at temperature 100 celsius. Product: FC=1C=C2C(=CC(=CC2=CC1)CC(=O)O)SC1=CC=C(C=C1)S(=O)(=O)C ([6-fluoro-4-(4-methanesulfonyl-phenylsulfanyl)-naphthalen-2-yl]-acetic acid). Yield: 74.6%. Reaction SMILES: [F:1][C:2]1[CH:3]=[C:4]2[C:9](=[CH:10][CH:11]=1)[CH:8]=[C:7]([CH2:12][C:13]([OH:15])=[O:14])[CH:6]=[C:5]2[SH:16].F[C:18]1[CH:23]=[CH:22][C:21]([S:24]([CH3:27])(=[O:26])=[O:25])=[CH:20][CH:19]=1.C(=O)([O-])[O-].[K+].[K+]>CN(C)C=O.O>[F:1][C:2]1[CH:3]=[C:4]2[C:9](=[CH:10][CH:11]=1)[CH:8]=[C:7]([CH2:12][C:13]([OH:15])=[O:14])[CH:6]=[C:5]2[S:16][C:18]1[CH:23]=[CH:22][C:21]([S:24]([CH3:27])(=[O:26])=[O:25])=[CH:20][CH:19]=1 |f:2.3.4|. Procedure: To a solution of (6-fluoro-4-mercapto-naphthalen-2-yl)-acetic acid (30 mg, 0.127 mmol) in N,N-dimethylformamide (2 mL), was added 1-fluoro-4-methanesulfonyl-benzene (43.4 mg, 0.25 mmol) and potassium carbonate (35 mg, 0.25 mmol) under a nitrogen atmosphere. After being heated under microwave conditions (100° C., 30 minutes), the resulting mixture was diluted with water (10 mL) and extracted with ethyl acetate (10 mL×3). The organic layer was washed with brine, dried over sodium sulfate and conce... Reactants: CCO, ClCc1ccccc1, [I-], [K+], [Na+], [Na+], O=C([O-])[O-], O, CCC(C(=O)c1ccc(O)cc1)c1ccccc1. Yields the product CCC(C(=O)c1ccc(OCc2ccccc2)cc1)c1ccccc1. Reaction SMILES: [CH3:35][CH2:36][OH:37].[Cl:27][CH2:28][c:29]1[cH:30][cH:31][cH:32][cH:33][cH:34]1.[I-:26].[K+:25].[Na+:19].[Na+:20].[O-:21][C:22](=[O:23])[O-:24].[OH2:38].[OH:1][c:2]1[cH:3][cH:4][c:5]([C:8](=[O:9])[CH:10]([c:11]2[cH:12][cH:13][cH:14][cH:15][cH:16]2)[CH2:17][CH3:18])[cH:6][cH:7]1>>[O:1]([c:2]1[cH:3][cH:4][c:5]([C:8](=[O:9])[CH:10]([c:11]2[cH:12][cH:13][cH:14][cH:15][cH:16]2)[CH2:17][CH3:18])[cH:6][cH:7]1)[CH2:28][c:29]1[cH:30][cH:31][cH:32][cH:33][cH:34]1. Starting materials: C1(=CC=CC=C1)[Mg]Cl (phenylmagnesium chloride), solution, C1CCOC1 (THF), NC1=NC2=CC=C(C=C2C=C1N1CCOCC1)C1=C(C#N)C=CC=C1C (2-(2-amino-3-morpholinoquinolin-6-yl)-3-methylbenzonitrile), Cl (HCl), imine. Run at temperature 60 celsius. Yields the product NC1=NC2=CC=C(C=C2C=C1N1CCOCC1)C1=C(C=CC=C1C)C(=O)C1=CC=CC=C1 ((2-(2-amino-3-morpholinoquinolin-6-yl)-3-methylphenyl)(phenyl)methanone). Reaction SMILES: [NH2:1][C:2]1[C:11]([N:12]2[CH2:17][CH2:16][O:15][CH2:14][CH2:13]2)=[CH:10][C:9]2[C:4](=[CH:5][CH:6]=[C:7]([C:18]3[C:25]([CH3:26])=[CH:24][CH:23]=[CH:22][C:19]=3[C:20]#N)[CH:8]=2)[N:3]=1.[C:27]1([Mg]Cl)[CH:32]=[CH:31][CH:30]=[CH:29][CH:28]=1.C1C[O:38]CC1.Cl>>[NH2:1][C:2]1[C:11]([N:12]2[CH2:13][CH2:14][O:15][CH2:16][CH2:17]2)=[CH:10][C:9]2[C:4](=[CH:5][CH:6]=[C:7]([C:18]3[C:25]([CH3:26])=[CH:24][CH:23]=[CH:22][C:19]=3[C:20]([C:27]3[CH:32]=[CH:31][CH:30]=[CH:29][CH:28]=3)=[O:38])[CH:8]=2)[N:3]=1. Procedure: To a sealed tube containing 2-(2-amino-3-morpholinoquinolin-6-yl)-3-methylbenzonitrile (0.20 g, 0.581 mmol, prepared as in Example 14, Step 1) was added phenylmagnesium chloride, 2.0M solution in THF (1.16 mL, 2.323 mmol) under N2 atmosphere. The mixture was heated at 60° C. overnight and the conversion was completed, determined by LCMS. The mixture was allowed to cool to RT and treated with aqueous 2N HCl (1 ml) carefully. The resulted mixture was heated at 60° C. for 7 h until the imine was co... Procedure: 4-(8-(Bromomethyl)-9-methyl-2-(2-methyl-1H-benzo[d]imidazol-1-yl)-9H-purin-6-yl)morpholine (50 mg) was reacted with 3,3-dimethylpyrrolidine via General Procedure E to give 16.8 mg of 300 following reverse phase purification. MS (Q1) 461.2 (M)+ Product: CC1(CN(CC1)CC=1N(C2=NC(=NC(=C2N1)N1CCOCC1)N1C(=NC2=C1C=CC=C2)C)C)C (4-(8-((3,3-dimethylpyrrolidin-1-yl)methyl)-9-methyl-2-(2-methyl-1H-benzo[d]imidazol-1-yl)-9H-purin-6-yl)morpholine). The reactants are BrCC=1N(C2=NC(=NC(=C2N1)N1CCOCC1)N1C(=NC2=C1C=CC=C2)C)C (4-(8-(Bromomethyl)-9-methyl-2-(2-methyl-1H-benzo[d]imidazol-1-yl)-9H-purin-6-yl)morpholine), CC1(CNCC1)C (3,3-dimethylpyrrolidine). RXN SMILES: Br[CH2:2][C:3]1[N:4]([CH3:28])[C:5]2[C:10]([N:11]=1)=[C:9]([N:12]1[CH2:17][CH2:16][O:15][CH2:14][CH2:13]1)[N:8]=[C:7]([N:18]1[C:22]3[CH:23]=[CH:24][CH:25]=[CH:26][C:21]=3[N:20]=[C:19]1[CH3:27])[N:6]=2.[CH3:29][C:30]1([CH3:35])[CH2:34][CH2:33][NH:32][CH2:31]1>>[CH3:29][C:30]1([CH3:35])[CH2:34][CH2:33][N:32]([CH2:2][C:3]2[N:4]([CH3:28])[C:5]3[C:10]([N:11]=2)=[C:9]([N:12]2[CH2:17][CH2:16][O:15][CH2:14][CH2:13]2)[N:8]=[C:7]([N:18]2[C:22]4[CH:23]=[CH:24][CH:25]=[CH:26][C:21]=4[N:20]=[C:19]2[CH3:27])[N:6]=3)[CH2:31]1. Starting materials: [Cl-].[Cl-].C1(=CC=CC=C1)[Zr](C1C(=CC2=CC=C3C(=C12)C=CC=C3)CC)(C3C(=CC1=CC=C2C(=C31)C=CC=C2)CC)(=[SiH2])C2=CC=CC=C2 (diphenylsilanediylbis(2-ethylbenzindenyl)zirconium dichloride), dmethylsilanediylbis(2-methylindenyl)hafnium dichloride, C[Zr]C (dimethylzirconium). Yields the product [Cl-].[Cl-].C[Zr](C1C(=CC2=CC=C3C(=C12)C=CC=C3)C)(C3C(=CC1=CC=C2C(=C31)C=CC=C2)C)(=[SiH2])C (dimethylsilanediylbis(2-methylbenzindenyl)zirconium dichloride). Reaction SMILES: [Cl-:1].[Cl-].[C:3]1([Zr:9]([C:41]2C=CC=CC=2)(=[SiH2:40])([CH:25]2[C:33]3[C:28](=[CH:29][CH:30]=[C:31]4[CH:37]=[CH:36][CH:35]=[CH:34][C:32]4=3)[CH:27]=[C:26]2[CH2:38]C)[CH:10]2[C:18]3[C:13](=[CH:14][CH:15]=[C:16]4[CH:22]=[CH:21][CH:20]=[CH:19][C:17]4=3)[CH:12]=[C:11]2[CH2:23]C)C=CC=CC=1.C[Zr]C>>[Cl-:1].[Cl-:1].[CH3:41][Zr:9]([CH3:3])(=[SiH2:40])([CH:25]1[C:33]2[C:28](=[CH:29][CH:30]=[C:31]3[CH:37]=[CH:36][CH:35]=[CH:34][C:32]3=2)[CH:27]=[C:26]1[CH3:38])[CH:10]1[C:18]2[C:13](=[CH:14][CH:15]=[C:16]3[CH:22]=[CH:21][CH:20]=[CH:19][C:17]3=2)[CH:12]=[C:11]1[CH3:23] |f:0.1.2,4.5.6|. Procedure: diphenylsilanediylbis(2-ethylbenzindenyl)zirconium dichloride, and dmethylsilanediylbis(2-methylindenyl)hafnium dichloride and also the corresponding dimethylzirconium compounds. The reactants are CCCC1OC1CO, CCCCCCOc1cnc(C2CCc3c(cc(F)c(F)c3O)C2)nc1. Product: CCCCCCOc1cnc(C2CCc3c(cc(F)c(F)c3OCC3OC3CCC)C2)nc1. RXN SMILES: [CH2:27]([CH2:28][CH3:29])[CH:30]1[CH:31]([CH2:33][OH:34])[O:32]1.[F:1][c:2]1[c:3]([OH:26])[c:4]2[c:9]([cH:10][c:11]1[F:12])[CH2:8][CH:7]([c:13]1[n:14][cH:15][c:16]([O:19][CH2:20][CH2:21][CH2:22][CH2:23][CH2:24][CH3:25])[cH:17][n:18]1)[CH2:6][CH2:5]2>>[F:1][c:2]1[c:3]([O:26][CH2:33][CH:31]2[CH:30]([CH2:27][CH2:28][CH3:29])[O:32]2)[c:4]2[c:9]([cH:10][c:11]1[F:12])[CH2:8][CH:7]([c:13]1[n:14][cH:15][c:16]([O:19][CH2:20][CH2:21][CH2:22][CH2:23][CH2:24][CH3:25])[cH:17][n:18]1)[CH2:6][CH2:5]2.